Task: describe an organic reaction: reactants, conditions, products, and yield. Dataset: the Open Reaction Database (ORD), a public repository of structured organic reaction records Starting materials: S(O)(O)(=O)=O (sulfuric acid), C(C1=CC=CC=C1)(=O)N1C(CCCCC1)=O (N-benzoyl-caprolactam), O (water), OO (hydrogen peroxide). Run in ice water. Reaction conditions: temperature 80 celsius, time 1 hour. Product: C(C1=CC=CC=C1)(=O)NCCCCCC(=O)OO (N-Benzoyl-6-aminoperoxycaproic acid). Reaction SMILES: S(=O)(=O)(O)O.[C:6]([N:14]1[CH2:20][CH2:19][CH2:18][CH2:17][CH2:16][C:15]1=[O:21])(=[O:13])[C:7]1[CH:12]=[CH:11][CH:10]=[CH:9][CH:8]=1.[OH2:22].[OH:23]O>>[C:6]([NH:14][CH2:20][CH2:19][CH2:18][CH2:17][CH2:16][C:15]([O:21][OH:23])=[O:22])(=[O:13])[C:7]1[CH:12]=[CH:11][CH:10]=[CH:9][CH:8]=1. Procedure: 140 g of sulfuric acid are added dropwise in the course of half an hour to a liquid mixture of N-benzoyl-caprolactam (21.7 g, 100 mmol) and water (8.0 g, 440 mmol) at 68° C. The internal temperature increases in the course of this to 80° C., and the mixture is further stirred for 1 hour at this temperature. After the reaction solution is cooled to 20° C., 42 ml of 50% strength aqueous hydrogen peroxide solution are added dropwise. The internal temperature is kept between 25° and 30° C. during th... Reactants: COS(=O)(=O)OC, COC(=O)c1cnc(CO)n1C, CN(C)C=O, ClCCl, [H-], [Na+]. The product is COCc1ncc(C(=O)OC)n1C. RXN SMILES: [CH3:15][O:16][S:17]([O:18][CH3:19])(=[O:20])=[O:21].[CH3:1][O:2][C:3](=[O:4])[c:5]1[n:6]([CH3:12])[c:7]([CH2:10][OH:11])[n:8][cH:9]1.[CH3:25][N:26]([CH3:27])[CH:28]=[O:29].[Cl:22][CH2:23][Cl:24].[H-:13].[Na+:14]>>[CH3:1][O:2][C:3](=[O:4])[c:5]1[n:6]([CH3:12])[c:7]([CH2:10][O:11][CH3:15])[n:8][cH:9]1. Starting materials: OO (hydrogen peroxide), C(N)(=O)NCCCCCCCCCCC(=O)O (N-carbamoyl-11-aminoundecanoic acid), O (water). Solvent: S(O)(O)(=O)=O (sulfuric acid). Run at temperature 15 celsius. Product: C(N)(=O)NCCCCCCCCCCC(=O)OO (N-Carbamoyl-11-aminoperoxyundecanoic acid). RXN SMILES: [C:1]([NH:4][CH2:5][CH2:6][CH2:7][CH2:8][CH2:9][CH2:10][CH2:11][CH2:12][CH2:13][CH2:14][C:15]([OH:17])=[O:16])(=[O:3])[NH2:2].[OH:18]O.O>S(=O)(=O)(O)O>[C:1]([NH:4][CH2:5][CH2:6][CH2:7][CH2:8][CH2:9][CH2:10][CH2:11][CH2:12][CH2:13][CH2:14][C:15]([O:17][OH:18])=[O:16])(=[O:3])[NH2:2]. Reported procedure: 61.6 g (0.25 mol) of N-carbamoyl-11-aminoundecanoic acid are dissolved in 74.4 g of sulfuric acid (96% strength by weight) and the solution is cooled to 15° C. 23.8 g (0.6 mol) of hydrogen peroxide (85% strength by weight) are added dropwise with cooling at such a rate that the internal temperature can be maintained between 15 and 20° C. The reaction mixture is subsequently stirred with occasional cooling at 20° C. internal temperature for 1 h and then cooled down to 10° C., 200 ml of water are ... Starting materials: solution A, C[Si](C)(C)CC(=O)N (Trimethylsilylacetamide), NC1[C@@H]2N(C(=C(CS2)CSC2=NN=NN2C)C(=O)O)C1=O (7-amino-3-(1-methyl-1H-tetrazol-5-yl)thiomethyl-3-cephem-4-carboxylic acid), Solution A, P(=O)(Cl)(Cl)Cl (phosphoryl chloride), resultant solution, C(=O)NC=1SC=C(N1)C(C(=O)O)=NOCCNC(=O)OC(C)(C)C (2-(2-Formamidothiazol-4-yl)-2-(2-tert-butoxycarbonylaminoethoxyimino)acetic acid), C[N+](=CCl)C.[Cl-] (Vilsmeier reagent). The solvent is C(C)(=O)OCC (ethyl acetate), CN(C=O)C (N,N-dimethylformamide), C(C)(=O)OCC (ethyl acetate), C(C)(=O)OCC (ethyl acetate), O (Water). Reaction conditions: time 30 minute. Yields the product C[N+](=CCl)C.[Cl-] (Vilsmeier reagent), C(=O)NC=1SC=C(N1)C(C(=O)NC1[C@@H]2N(C(=C(CS2)CSC2=NN=NN2C)C(=O)O)C1=O)=NOCCNC(=O)OC(C)(C)C (7-[2-(2-formamidothiazol-4-yl)-2-(2-tert-butoxycarbonylaminoethoxyimino)acetamido]-3-(1-methyl-1H-tetrazol-5-yl)thiomethyl-3-cephem-4-carboxylic acid). Reaction SMILES: P(Cl)(Cl)([Cl:3])=O.[CH:6]([NH:8][C:9]1[S:10][CH:11]=[C:12]([C:14](=[N:18][O:19][CH2:20][CH2:21][NH:22][C:23]([O:25][C:26]([CH3:29])([CH3:28])[CH3:27])=[O:24])[C:15]([OH:17])=O)[N:13]=1)=[O:7].[CH3:30][N+:31]([CH3:34])=[CH:32][Cl:33].[Cl-].C[Si](CC(N)=O)(C)C.[NH2:44][CH:45]1[C:63](=[O:64])[N:47]2[C:48]([C:60]([OH:62])=[O:61])=[C:49]([CH2:52][S:53][C:54]3[N:58]([CH3:59])[N:57]=[N:56][N:55]=3)[CH2:50][S:51][C@H:46]12>C(OCC)(=O)C.O.CN(C)C=O>[CH3:30][N+:31]([CH3:34])=[CH:32][Cl:33].[Cl-:3].[CH:6]([NH:8][C:9]1[S:10][CH:11]=[C:12]([C:14](=[N:18][O:19][CH2:20][CH2:21][NH:22][C:23]([O:25][C:26]([CH3:29])([CH3:28])[CH3:27])=[O:24])[C:15]([NH:44][CH:45]2[C:63](=[O:64])[N:47]3[C:48]([C:60]([OH:62])=[O:61])=[C:49]([CH2:52][S:53][C:54]4[N:58]([CH3:59])[N:57]=[N:56][N:55]=4)[CH2:50][S:51][C@H:46]23)=[O:17])[N:13]=1)=[O:7] |f:2.3,9.10|. Procedure details: Vilsmeier reagent was prepared from N,N-dimethylformamide (0.45 g.) and phosphoryl chloride (1.03 g.) in a usual manner. 2-(2-Formamidothiazol-4-yl)-2-(2-tert-butoxycarbonylaminoethoxyimino)acetic acid (syn isomer, 2.0 g.) was added to the stirred suspension of the Vilsmeier reagent in ethyl acetate (40 ml.) under ice cooling and stirred at the same temperature for 30 minutes [Solution A]. Trimethylsilylacetamide (5.9 g.) was added to a stirred suspension of 7-amino-3-(1-methyl-1H-tetrazol-5-yl)... Starting materials: C1(=C(C=CC=C1)N)N (phenylenediamine), C([O-])([O-])=O.[K+].[K+] (potassium carbonate), BrCC(=O)N(C1=CC=CC=C1)C(C)C (2-Bromo-N-isopropyl-N-phenyl acetamide). Solvent: O (H2O), CCOC(=O)C (EtOAc), C1CCOC1 (THF). The product is NC1=C(C=CC=C1)NCC(=O)N(C1=CC=CC=C1)C(C)C (2-(2-Aminophenylamino)-N-isopropyl-N-phenyl acetamide). The yield is 65.1%. Reaction SMILES: [C:1]1([NH2:8])[CH:6]=[CH:5][CH:4]=[CH:3][C:2]=1[NH2:7].C(=O)([O-])[O-].[K+].[K+].Br[CH2:16][C:17]([N:19]([CH:26]([CH3:28])[CH3:27])[C:20]1[CH:25]=[CH:24][CH:23]=[CH:22][CH:21]=1)=[O:18]>C1COCC1.O.CCOC(C)=O>[NH2:7][C:2]1[CH:3]=[CH:4][CH:5]=[CH:6][C:1]=1[NH:8][CH2:16][C:17]([N:19]([CH:26]([CH3:28])[CH3:27])[C:20]1[CH:25]=[CH:24][CH:23]=[CH:22][CH:21]=1)=[O:18] |f:1.2.3|. Reported procedure: To a stirred solution of 40 g (385 mmol) of phenylenediamine is added 75 g (543 mmol, 1.4 equiv.) of potassium carbonate. The suspension is stirred at RT and a solution of 99 g (386.5 mmol, 1 equiv.) of 2-Bromo-N-isopropyl-N-phenyl acetamide in 15 mL THF is added dropwise. The resulting suspension is stirred at RT for 16 h and diluted with 1 L H2O and 1 L EtOAc. The Organics were washed with H2O (3×500 mL), brine (500 mL), dried (MgSO4), and the solvents removed in vacuo. Purification by silica ... The reactants are C(=O)([O-])[O-].[K+].[K+] (K2CO3), C(C1=CC=CC=C1)OC=1C(=NC=CC1)Cl (3-(Benzyloxy)-2-chloropyridine), O.NN (Hydrazine monohydrate), O.NN (hydrazine monohydrate). The solvent is CCO (EtOH). Conditions: temperature 90 celsius. The product is C(C1=CC=CC=C1)OC=1C(=NC=CC1)NN (3-(benzyloxy)-2-hydrazinylpyridine). Yield: 68.5%. Reaction SMILES: [CH2:1]([O:8][C:9]1[C:10](Cl)=[N:11][CH:12]=[CH:13][CH:14]=1)[C:2]1[CH:7]=[CH:6][CH:5]=[CH:4][CH:3]=1.O.[NH2:17][NH2:18].C([O-])([O-])=O.[K+].[K+]>CCO>[CH2:1]([O:8][C:9]1[C:10]([NH:17][NH2:18])=[N:11][CH:12]=[CH:13][CH:14]=1)[C:2]1[CH:7]=[CH:6][CH:5]=[CH:4][CH:3]=1 |f:1.2,3.4.5|. Reported procedure: 3-(Benzyloxy)-2-chloropyridine (22.3 g, 101 mmol) was dissolved in EtOH (300 ml) and hydrazine monohydrate (10.2 ml, 203 mmol) added. The reaction was heated to reflux at 90° C. for 90 minutes. Hydrazine monohydrate (50 ml) was added and the reaction was heated at reflux overnight. K2CO3 (10 g) was added and the mixture was heated at refluxed for 4 hours. The mixture was concentrated to a residue and dissolved in n-BuOH (120 ml) and hydrazine monohydrate (40 ml) was added. The mixture was heated...